This data is from the Open Reaction Database (ORD), a public repository of structured organic reaction records. The task is: describe an organic reaction: reactants, conditions, products, and yield Reactants: C(=O)C1=C(N=C2SC3=C(N21)C=CC=C3)C (3-Formyl-2-methylimidazo[2,1-b]benzothiazole), C(C)(=O)O (acetic acid), C[Mg]Br (methyl magnesium bromide). Solvent: O1CCCC1 (tetrahydrofuran), O1CCCC1 (tetrahydrofuran). Run at time 30 minute. The product is OC(C)C1=C(N=C2SC3=C(N21)C=CC=C3)C (3-(1-Hydroxyethyl)-2-methylimidazo[2,1-b]benzothiazole). Reaction SMILES: [CH:1]([C:3]1[N:10]2[C:6]([S:7][C:8]3[CH:14]=[CH:13][CH:12]=[CH:11][C:9]=32)=[N:5][C:4]=1[CH3:15])=[O:2].[CH3:16][Mg]Br.C(O)(=O)C>O1CCCC1>[OH:2][CH:1]([C:3]1[N:10]2[C:6]([S:7][C:8]3[CH:14]=[CH:13][CH:12]=[CH:11][C:9]=32)=[N:5][C:4]=1[CH3:15])[CH3:16]. Procedure: 3-Formyl-2-methylimidazo[2,1-b]benzothiazole, 4.3 g, was suspended in 40 ml of dry tetrahydrofuran. Under ice cooling, a tetrahydrofuran solution (0.02 mol) of methyl magnesium bromide was added to the suspension in a nitrogen flow followed by stirring at room temperature for 30 minutes. After completion of the reaction, the reaction mixture was acidified with diluted acetic acid. The solvent was removed under reduced pressure followed by extraction with ethyl acetate. The residue obtained from ...